From a dataset of the Open Reaction Database (ORD), a public repository of structured organic reaction records. describe an organic reaction: reactants, conditions, products, and yield Reactants: FC(C=1C=C(C=C(C1)C(F)(F)F)NC(=C(C#N)S(=O)(=O)C1=CC=C(C=C1)Cl)SC)(F)F (3-(3,5-Bis(trifluoromethyl)phenylamino)-2-(4-chlorophenyisulfonyl)-3-methylsulfanyl-2-propenenitrile). Run in C(CC)N (n-propylamine). Product: FC(C=1C=C(C=C(C1)C(F)(F)F)NC(=C(C#N)S(=O)(=O)C1=CC=C(C=C1)Cl)NCCC)(F)F (3-[3,5-Bis(trifluoromethyl)phenylamino]-2-(4-chlorophenylsulfonyl)-3-propylamino-2-propenenitrile). Isolated yield 129.9%. Reaction SMILES: [F:1][C:2]([F:31])([F:30])[C:3]1[CH:4]=[C:5]([NH:13][C:14](SC)=[C:15]([S:18]([C:21]2[CH:26]=[CH:25][C:24]([Cl:27])=[CH:23][CH:22]=2)(=[O:20])=[O:19])[C:16]#[N:17])[CH:6]=[C:7]([C:9]([F:12])([F:11])[F:10])[CH:8]=1>C(N)CC>[F:31][C:2]([F:1])([F:30])[C:3]1[CH:4]=[C:5]([NH:13][C:14]([NH:13][CH2:5][CH2:4][CH3:3])=[C:15]([S:18]([C:21]2[CH:22]=[CH:23][C:24]([Cl:27])=[CH:25][CH:26]=2)(=[O:19])=[O:20])[C:16]#[N:17])[CH:6]=[C:7]([C:9]([F:11])([F:12])[F:10])[CH:8]=1. Procedure details: 3-(3,5-Bis(trifluoromethyl)phenylamino)-2-(4-chlorophenyisulfonyl)-3-methylsulfanyl-2-propenenitrile (0.400 g, 0.8 mmol) was stirred in n-propylamine (1.0 ml) at 75° C. in a sealed flask for 19 h. Work up as described in Example 1, 2) gave 266 mg (65%) of the title compound as white crystals. Mp 196.5-198.5° C. 1H NMR (300 MHz, CDCl3): δ=0.9 (t, 3H), 1.55 (p, 2H), 2.88 (q, 2H), 7.40 (s, 2H), 7.48 (d, 2H), 7.68 (s, 1H), 7.81 (d, 2H); MA calc for C20H16ClF6N3O2S: C, 46.93%; H, 3.15%; N, 8.21%. Fou... Reactants: N1C=C(C=2C1=NC=CC2)C(O)C=2C=NC(=CC2)OCC2=CC(=CC=C2)C(F)(F)F ((1H-Pyrrolo[2,3-b]pyridin-3-yl)-[6-(3-trifluoromethyl-benzyloxy)-pyridin-3-yl]-methanol), C(C)[SiH](CC)CC (triethylsilane). The solvent is FC(C(=O)O)(F)F (trifluoroacetic acid), O (water). Conditions: time 15 hour. Product: FC(C=1C=C(COC2=CC=C(C=N2)CC2=CNC3=NC=CC=C32)C=CC1)(F)F (3-[6-(3-Trifluoromethyl-benzyloxy)-pyridin-3-ylmethyl]-1H-pyrrolo[2,3-b]pyridine). As a reaction SMILES: [NH:1]1[C:5]2=[N:6][CH:7]=[CH:8][CH:9]=[C:4]2[C:3]([CH:10]([C:12]2[CH:13]=[N:14][C:15]([O:18][CH2:19][C:20]3[CH:25]=[CH:24][CH:23]=[C:22]([C:26]([F:29])([F:28])[F:27])[CH:21]=3)=[CH:16][CH:17]=2)O)=[CH:2]1.C([SiH](CC)CC)C>FC(F)(F)C(O)=O.O>[F:28][C:26]([F:27])([F:29])[C:22]1[CH:21]=[C:20]([CH:25]=[CH:24][CH:23]=1)[CH2:19][O:18][C:15]1[N:14]=[CH:13][C:12]([CH2:10][C:3]2[C:4]3[C:5](=[N:6][CH:7]=[CH:8][CH:9]=3)[NH:1][CH:2]=2)=[CH:17][CH:16]=1. Procedure: (1H-Pyrrolo[2,3-b]pyridin-3-yl)-[6-(3-trifluoromethyl-benzyloxy)-pyridin-3-yl]-methanol 74 was dissolved in 9:1 trifluoroacetic acid: triethylsilane. The reaction was stirred at room temperature for 15 hours. The reaction was diluted with water and extracted with ethyl acetate and concentrated. The crude material was purified by reverse phase HPLC to provide 3-[6-(3-Trifluoromethyl-benzyloxy)-pyridin-3-ylmethyl]-1H-pyrrolo[2,3-b]pyridine P-0057. MS (ESI) [M+H+]+=384.3.